Dataset: the Open Reaction Database (ORD), a public repository of structured organic reaction records. Task: describe an organic reaction: reactants, conditions, products, and yield Starting materials: FC=1C=C(C=CC1[N+](=O)[O-])O (3-fluoro-4-nitrophenol), C(C)(=O)O (acetic acid), Ice water. The reagents and catalysts are [Fe] (iron). Yields the product FC1=C(C=CC(=C1)O)NC(C)=O (N-(2-Fluoro-4-hydroxyphenyl)acetamide). Yield: 64.0%. As a reaction SMILES: [F:1][C:2]1[CH:3]=[C:4]([OH:11])[CH:5]=[CH:6][C:7]=1[N+:8]([O-])=O.[C:12](O)(=[O:14])[CH3:13]>[Fe]>[F:1][C:2]1[CH:3]=[C:4]([OH:11])[CH:5]=[CH:6][C:7]=1[NH:8][C:12](=[O:14])[CH3:13]. Procedure: 373.3 mg of iron powder were added to a solution of 300 mg of 3-fluoro-4-nitrophenol [prepared as described in step (c) above] in 6 ml of glacial acetic acid. The resulting mixture was stirred under reflux for 6 hours, after which it was allowed to cool to room temperature. Ice-water was then added to the reaction mixture and the solvent was removed by evaporation under reduced pressure. Ethyl acetate was added to the residue and the resulting solution was washed with water and then dried over s... Starting materials: OCC(=O)[C@@H](O)[C@H](O)[C@H](O)CO (D-(−)fructose), MgCl2.6H2O, C (charcoal), Cl (HCl). Solvent: O (water), O (water), C1(=CC=CC=C1)C (toluene). Reaction conditions: temperature 75 celsius. Yields the product ClCC1=CC=C(O1)C=O (5-(chloromethyl)-2-furancarboxaldehyde). The yield is 80.0%. Reaction SMILES: [OH:1][CH2:2][C:3]([C@H:5]([C@@H:7]([C@@H:9]([CH2:11]O)[OH:10])O)O)=O.[ClH:13].C>O.C1(C)C=CC=CC=1>[Cl:13][CH2:11][C:9]1[O:10][C:3]([CH:2]=[O:1])=[CH:5][CH:7]=1. Reported procedure: A paste prepared from D-(−)fructose, water (1.2 molar equiv), and MgCl2.6H2O (1.0 molar equiv) was added to toluene with stirring at 75° C., followed by stirring for 30 min at the same temperature. Then conc. HCl (8.6 molar equiv) was added to this solution in 5 min and stirred for another 1 h at 75° C. After the solution was cooled to room temperature under continuous stirring, a small amount of water and active charcoal were added and the mixture was stirred again. The organic layer, separated... The yield is 42.5%. Starting materials: CN1CCC(CC1)=O (N-methyl-4-piperidone), [Cl-].[NH4+] (ammonium chloride), BrC1=C(C=C(C(=C1)F)Br)F (1,4-dibromo-2,5-difluorobenzene), C(CCC)[Li] (n-butyl lithium). Conditions: temperature -75 celsius, time 0.75 hour. Yields the product BrC1=CC(=C(C=C1F)C1(CCN(CC1)C)O)F (4-(4-Bromo-2,5-difluorophenyl)-1-methyl-4-piperidinol). Run in C(C)OCC (ethyl ether), O (water), C(C)OCC (ethyl ether). Procedure details: A solution of 2.72 g (10 mmoles) of 1,4-dibromo-2,5-difluorobenzene in 50 ml of ethyl ether, under an argon atmosphere stirred at -75° C., was treated dropwise with 4.2 ml of 2.5 M n-butyl lithium (hexane solution). The mixture was treated dropwise with a solution of 1.20 g (10.6 mmoles) of N-methyl-4-piperidone in 10 ml of ethyl ether, stirred a further 0.75 hours at -75° C., let warm to -30° C., and poured into a solution of 0.56 g (10.5 mmoles) ammonium chloride in 15 ml of water. The ether l... As a reaction SMILES: Br[C:2]1[CH:7]=[C:6]([F:8])[C:5]([Br:9])=[CH:4][C:3]=1[F:10].C([Li])CCC.[CH3:16][N:17]1[CH2:22][CH2:21][C:20](=[O:23])[CH2:19][CH2:18]1.[Cl-].[NH4+]>C(OCC)C.O>[Br:9][C:5]1[C:6]([F:8])=[CH:7][C:2]([C:20]2([OH:23])[CH2:21][CH2:22][N:17]([CH3:16])[CH2:18][CH2:19]2)=[C:3]([F:10])[CH:4]=1 |f:3.4|. Starting materials: O=Cc1ncsc1Cl, [Na], O=S(O)c1ccccn1. Yields the product O=Cc1ncsc1S(=O)(=O)c1ccccn1. As a reaction SMILES: [Cl:1][c:2]1[c:3]([CH:7]=[O:8])[n:4][cH:5][s:6]1.[Na:9].[n:10]1[c:11]([S:16](=[O:17])[OH:18])[cH:12][cH:13][cH:14][cH:15]1>>[c:2]1([S:16]([c:11]2[n:10][cH:15][cH:14][cH:13][cH:12]2)(=[O:17])=[O:18])[c:3]([CH:7]=[O:8])[n:4][cH:5][s:6]1. Starting materials: NC1=NN2C(N=CC(=C2)Cl)=C1C(=O)NC=1C=NC=CC1N1CCC(CC1)=O (2-amino-6-chloro-N-[4-(4-oxo-1-piperidyl)-3-pyridyl]pyrazolo[1,5-a]pyrimidine-3-carboxamide), NC1=NN2C(N=CC(=C2)CC#N)=C1C(=O)ON1N=NC2=C1C=CC=C2 (1H-benzo[d][1,2,3]triazol-1-yl 2-amino-6-(cyanomethyl)pyrazolo[1,5-a]pyrimidine-3-carboxylate), C(=O)[O-].[NH4+] (ammonium formate). The solvent is C1(=CC=CC=C1)C (toluene). Yields the product NC1=NN2C(N=CC(=C2)Cl)=C1C(=O)NC=1C=NC=CC1N1CCC(CC1)N1CCC1 (2-amino-N-(4-(4-(azetidin-1-yl)piperidin-1-yl)pyridin-3-yl)-6-chloropyrazolo[1,5-a]pyrimidine-3-carboxamide). RXN SMILES: [NH2:1][C:2]1[C:11]([C:12]([NH:14][C:15]2[CH:16]=[N:17][CH:18]=[CH:19][C:20]=2[N:21]2[CH2:26][CH2:25][C:24](=O)[CH2:23][CH2:22]2)=[O:13])=[C:5]2[N:6]=[CH:7][C:8]([Cl:10])=[CH:9][N:4]2[N:3]=1.NC1C(C(ON2C3C=CC=CC=3N=N2)=O)=C2N=C[C:35]([CH2:37][C:38]#[N:39])=CN2N=1.C([O-])=O.[NH4+]>C1(C)C=CC=CC=1>[NH2:1][C:2]1[C:11]([C:12]([NH:14][C:15]2[CH:16]=[N:17][CH:18]=[CH:19][C:20]=2[N:21]2[CH2:26][CH2:25][CH:24]([N:39]3[CH2:35][CH2:37][CH2:38]3)[CH2:23][CH2:22]2)=[O:13])=[C:5]2[N:6]=[CH:7][C:8]([Cl:10])=[CH:9][N:4]2[N:3]=1 |f:2.3|. Procedure details: A solution of 2-amino-6-chloro-N-[4-(4-oxo-1-piperidyl)-3-pyridyl]pyrazolo[1,5-a]pyrimidine-3-carboxamide (50 mg, 0.1296 mmol), azetidine (Hydrochloric Acid (1)) (12.12 mg, 0.1296 mmol) and ammonium formate (8.172 mg, 0.1296 mmol) in toluene was heated at reflux for 1 h with a Dean-Stark apparatus. The reaction was cooled to room temperature and evaporated. The resulting yellow solid was dissolved in DMSO and purified by fractionlynx to yield 2-amino-N-(4-(4-(azetidin-1-yl)piperidin-1-yl)pyridin...